Dataset: the Open Reaction Database (ORD), a public repository of structured organic reaction records. Task: describe an organic reaction: reactants, conditions, products, and yield Starting materials: C(#C)C1=CN=C2N1C=C(C=C2C(F)(F)F)C2=CC=C(C=C2)C(F)(F)F (3-ethynyl-8-trifluoromethyl-6-(4-trifluoromethyl-phenyl)-imidazo[1,2-a]pyridine), BrC1=CC=C(C(=O)N)C=C1 (4-bromobenzamide). Product: FC(C=1C=2N(C=C(C1)C1=CC=C(C=C1)C(F)(F)F)C(=CN2)C#CC2=CC=C(C(=O)N)C=C2)(F)F (4-[8-Trifluoromethyl-6-(4-trifluoromethyl-phenyl)-imidazo[1,2-a]pyridin-3-ylethynyl]-benzamide), solid. Isolated yield 16.0%. Reaction SMILES: [C:1]([C:3]1[N:7]2[CH:8]=[C:9]([C:16]3[CH:21]=[CH:20][C:19]([C:22]([F:25])([F:24])[F:23])=[CH:18][CH:17]=3)[CH:10]=[C:11]([C:12]([F:15])([F:14])[F:13])[C:6]2=[N:5][CH:4]=1)#[CH:2].Br[C:27]1[CH:35]=[CH:34][C:30]([C:31]([NH2:33])=[O:32])=[CH:29][CH:28]=1>>[F:15][C:12]([F:14])([F:13])[C:11]1[C:6]2[N:7]([C:3]([C:1]#[C:2][C:27]3[CH:35]=[CH:34][C:30]([C:31]([NH2:33])=[O:32])=[CH:29][CH:28]=3)=[CH:4][N:5]=2)[CH:8]=[C:9]([C:16]2[CH:21]=[CH:20][C:19]([C:22]([F:25])([F:24])[F:23])=[CH:18][CH:17]=2)[CH:10]=1. Procedure details: The title compound was prepared from 3-ethynyl-8-trifluoromethyl-6-(4-trifluoromethyl-phenyl)-imidazo[1,2-a]pyridine (example C.18) (360 mg, 1 mmol) and commercially available 4-bromobenzamide (203 mg, 1 mmol) according to general procedure II. Obtained as a white solid (80 mg, 16%). MS (ISP) 474.2 [(M+H)+]; mp 286° C.